From a dataset of the Open Reaction Database (ORD), a public repository of structured organic reaction records. describe an organic reaction: reactants, conditions, products, and yield Starting materials: example 1 ( b ), C(C(C)C)SC1=C(C(=O)O)C=C(C=C1)S(=O)(=O)C (2-isobutylsulfanyl-5-methanesulfonyl-benzoic acid), Cl.FC(C1=CN=C(S1)N1CCNCC1)(F)F (1-(5-trifluoromethyl-thiazol-2-yl)-piperazine hydrochloride). Product: C(C(C)C)SC1=C(C=C(C=C1)S(=O)(=O)C)C(=O)N1CCN(CC1)C=1SC(=CN1)C(F)(F)F ((2-Isobutylsulfanyl-5-methanesulfonyl-phenyl)-[4-(5-trifluoromethyl-thiazol-2-yl)-piperazin-1-yl]-methanone). Yield: 88.0%. As a reaction SMILES: [CH2:1]([S:5][C:6]1[CH:14]=[CH:13][C:12]([S:15]([CH3:18])(=[O:17])=[O:16])=[CH:11][C:7]=1[C:8]([OH:10])=O)[CH:2]([CH3:4])[CH3:3].Cl.[F:20][C:21]([F:34])([F:33])[C:22]1[S:26][C:25]([N:27]2[CH2:32][CH2:31][NH:30][CH2:29][CH2:28]2)=[N:24][CH:23]=1>>[CH2:1]([S:5][C:6]1[CH:14]=[CH:13][C:12]([S:15]([CH3:18])(=[O:17])=[O:16])=[CH:11][C:7]=1[C:8]([N:30]1[CH2:31][CH2:32][N:27]([C:25]2[S:26][C:22]([C:21]([F:34])([F:20])[F:33])=[CH:23][N:24]=2)[CH2:28][CH2:29]1)=[O:10])[CH:2]([CH3:3])[CH3:4] |f:1.2|. Procedure details: Prepared in analogy to example 1 (b) from 2-isobutylsulfanyl-5-methanesulfonyl-benzoic acid (Example A25) and 1-(5-trifluoromethyl-thiazol-2-yl)-piperazine hydrochloride (Example 58(c)). The crude material was purified by chromatography (SiO2, ethyl acetate/heptane) to yield the title compound as a light yellow solid (yield 88%). MS (m/e): 508.3 (M+H+, 100%).